This data is from the Open Reaction Database (ORD), a public repository of structured organic reaction records. The task is: describe an organic reaction: reactants, conditions, products, and yield Procedure: A mixture of 2,6-difluoro-benzonitrile (10.34 g, 74.4 mmol), 1H-[1,2,4]triazole (5.34 g, 77.4 mmol), and CsCO3 (25.19 g, 77.4 mmol) in DMSO (30 mL) was stirred at ˜50° C. for 24 h. The yellowish easily stirred slurry was then diluted with water (200 mL), stirred at rt for 15 min, and filtered. The filter cake was washed with water (1×100 mL) and the filter cake was then partitioned with water (100 mL) and DCM (200 mL). The aqueous layer was extracted with DCM (1×300 mL), and the organic layers w... RXN SMILES: [F:1][C:2]1[CH:9]=[CH:8][CH:7]=[C:6](F)[C:3]=1[C:4]#[N:5].[NH:11]1[CH:15]=[N:14][CH:13]=[N:12]1>CS(C)=O.O.C(Cl)Cl.CO>[F:1][C:2]1[CH:9]=[CH:8][CH:7]=[C:6]([N:11]2[CH:15]=[N:14][CH:13]=[N:12]2)[C:3]=1[C:4]#[N:5] |f:4.5|. Starting materials: crude material, FC1=C(C#N)C(=CC=C1)F (2,6-difluoro-benzonitrile), N1N=CN=C1 (1H-[1,2,4]triazole), CsCO3. The solvent is C(Cl)Cl.CO (DCM MeOH), CS(=O)C (DMSO), O (water). Conditions: temperature 50 celsius, time 24 hour. Product: FC1=C(C#N)C(=CC=C1)N1N=CN=C1 (2-fluoro-6-[1,2,4]triazol-1-yl-benzonitrile). Starting materials: C(C)(=O)O (acetic acid), C(C)N1N=C(C=C1CCN)C (2-(2-Ethyl-5-methyl-2H-pyrazol-3-yl)-ethylamine), FC(C1=CC=C(C=C1)CCC=O)(F)F (3-(4-trifluoromethyl-phenyl)-propionaldehyde). Solvent: C(C)O (ethanol). Yields the product C(C)N1N=C(C=2C(NCCC21)CCC2=CC=C(C=C2)C(F)(F)F)C (1-ethyl-3-methyl-4-[2-(4-trifluoromethyl-phenyl)-ethyl]-4,5,6,7-tetrahydro-1H-pyrazolo[4,3-c]pyridine). The yield is 34.5%. RXN SMILES: [CH2:1]([N:3]1[C:7]([CH2:8][CH2:9][NH2:10])=[CH:6][C:5]([CH3:11])=[N:4]1)[CH3:2].C(O)(=O)C.[F:16][C:17]([F:29])([F:28])[C:18]1[CH:23]=[CH:22][C:21]([CH2:24][CH2:25][CH:26]=O)=[CH:20][CH:19]=1>C(O)C>[CH2:1]([N:3]1[C:7]2[CH2:8][CH2:9][NH:10][CH:26]([CH2:25][CH2:24][C:21]3[CH:22]=[CH:23][C:18]([C:17]([F:16])([F:28])[F:29])=[CH:19][CH:20]=3)[C:6]=2[C:5]([CH3:11])=[N:4]1)[CH3:2]. Procedure details: 2-(2-Ethyl-5-methyl-2H-pyrazol-3-yl)-ethylamine (148 mg, 0.97 mmol) was dissolved in ethanol (3 ml) and acetic acid (116.5 mg. 1.94 mmol) was added followed by the addition of 3-(4-trifluoromethyl-phenyl)-propionaldehyde (197 mg, 0.97 mmol). The mixture was sealed and put in the microwave oven (100 Watts; 130° C., 14 bar, 6 minutes). The solvents were removed under reduced pressure and the residue was purified by prep. HPLC to give 113 mg (34.5%) of 1-ethyl-3-methyl-4-[2-(4-trifluoromethyl-pheny... Starting materials: [Si](C)(C)(C(C)(C)C)O[C@]1(C[C@@H](OCC1)C)C1=CC(=CC=C1)SC=1C=C2CCC(NC2=CC1)=O ((2S,4R)-4-(tert-butyldimethylsilyloxy)-2-methyl-4-[3-(2-oxo-1,2,3,4-tetrahydroquinolin-6-ylthio)phenyl]tetrahydropyran), C(C=C)Cl (allyl chloride), resultant product, [F-].C(CCC)[N+](CCCC)(CCCC)CCCC (tetrabutylammonium fluoride). Yields the product C(C=C)N1C(CCC2=CC(=CC=C12)SC=1C=C(C=CC1)[C@@]1(C[C@@H](OCC1)C)O)=O ((2S,4R)-4-[3-(1-allyl-2-oxo-1,2,3,4-tetrahydroquinolin-6-ylthio)phenyl]-4-hydroxy-2-methyltetrahydropyran). Yield: 86.0%. RXN SMILES: [Si]([O:8][C@:9]1([C:16]2[CH:21]=[CH:20][CH:19]=[C:18]([S:22][C:23]3[CH:24]=[C:25]4[C:30](=[CH:31][CH:32]=3)[NH:29][C:28](=[O:33])[CH2:27][CH2:26]4)[CH:17]=2)[CH2:14][CH2:13][O:12][C@@H:11]([CH3:15])[CH2:10]1)(C(C)(C)C)(C)C.[CH2:34](Cl)[CH:35]=[CH2:36].[F-].C([N+](CCCC)(CCCC)CCCC)CCC>>[CH2:36]([N:29]1[C:30]2[C:25](=[CH:24][C:23]([S:22][C:18]3[CH:17]=[C:16]([C@@:9]4([OH:8])[CH2:14][CH2:13][O:12][C@@H:11]([CH3:15])[CH2:10]4)[CH:21]=[CH:20][CH:19]=3)=[CH:32][CH:31]=2)[CH2:26][CH2:27][C:28]1=[O:33])[CH:35]=[CH2:34] |f:2.3|. Procedure: Using an analogous procedure to that described in Example 18, (2S,4R)-4-(tert-butyldimethylsilyloxy)-2-methyl-4-[3-(2-oxo-1,2,3,4-tetrahydroquinolin-6-ylthio)phenyl]tetrahydropyran was reacted with allyl chloride and the resultant product was treated with tetrabutylammonium fluoride to give (2S,4R)-4-[3-(1-allyl-2-oxo-1,2,3,4-tetrahydroquinolin-6-ylthio)phenyl]-4-hydroxy-2-methyltetrahydropyran in 86% yield, m.p. 107°-109° C. (recrystallised from diethyl ether); The reactants are COC(=O)C=1O[C@H]([C@H]([C@@H](C1)O[Si](C1=CC=CC=C1)(C1=CC=CC=C1)C(C)(C)C)NC(C(F)(F)F)=O)C(N(CCC)CCC1=CC=C(C=C1)C1=CC=CC=C1)=O ((4R,5R,6R)-6-[(2-biphenyl-4-yl-ethyl)propylcarbamoyl]-4-(tertbutyldiphenylsilanyloxy)-5-(2,2,2-trifluoroacetylamino)-5,6-dihydro-4-H-pyran-2-carboxylic acid methyl ester), [F-].C(CCC)[N+](CCCC)(CCCC)CCCC (tetra-n-butyl ammonium fluoride), solution. Solvent: O1CCCC1 (tetrahydrofuran), O1CCCC1 (tetrahydrofuran), C(C)(=O)OCC (ethyl acetate). Conditions: time 4 hour. Yields the product C1(=CC=C(C=C1)CCN(C(=O)[C@H]1[C@@H]([C@@H](C=C(O1)C(=O)O)O)NC(C(F)(F)F)=O)CCC)C1=CC=CC=C1 ((4R,5R,6R)-6[(2-Biphenyl-4-yl-ethyl)propylcarbamoyl]-4-hydroxy-5-(2,2,2-trifluoroacetylamino)-5,6-dihydro-4H-pyran-2-carboxylic acid). Yield: 92.3%. As a reaction SMILES: C[O:2][C:3]([C:5]1[O:6][C@@H:7]([C:36](=[O:55])[N:37]([CH2:41][CH2:42][C:43]2[CH:48]=[CH:47][C:46]([C:49]3[CH:54]=[CH:53][CH:52]=[CH:51][CH:50]=3)=[CH:45][CH:44]=2)[CH2:38][CH2:39][CH3:40])[C@@H:8]([NH:29][C:30](=[O:35])[C:31]([F:34])([F:33])[F:32])[C@H:9]([O:11][Si](C(C)(C)C)(C2C=CC=CC=2)C2C=CC=CC=2)[CH:10]=1)=[O:4].[F-].C([N+](CCCC)(CCCC)CCCC)CCC>O1CCCC1.C(OCC)(=O)C>[C:46]1([C:49]2[CH:54]=[CH:53][CH:52]=[CH:51][CH:50]=2)[CH:45]=[CH:44][C:43]([CH2:42][CH2:41][N:37]([CH2:38][CH2:39][CH3:40])[C:36]([C@@H:7]2[O:6][C:5]([C:3]([OH:4])=[O:2])=[CH:10][C@@H:9]([OH:11])[C@H:8]2[NH:29][C:30](=[O:35])[C:31]([F:32])([F:33])[F:34])=[O:55])=[CH:48][CH:47]=1 |f:1.2|. Reported procedure: To a solution of (4R,5R,6R)-6-[(2-biphenyl-4-yl-ethyl)propylcarbamoyl]-4-(tertbutyldiphenylsilanyloxy)-5-(2,2,2-trifluoroacetylamino)-5,6-dihydro-4-H-pyran-2-carboxylic acid methyl ester (1.03 g) in tetrahydrofuran (5.5 ml) was added a solution of tetra-n-butyl ammonium fluoride in tetrahydrofuran (1.45 ml of a 1M solution). The orange solution was stirred at room temperature for 4 hours before the solvent was removed in vacuo to give an orange gum. This was dissolved in ethyl acetate (50 ml) an...